Dataset: the Open Reaction Database (ORD), a public repository of structured organic reaction records. Task: describe an organic reaction: reactants, conditions, products, and yield Starting materials: BrC(C(F)(F)F)(F)Br (dibromotetrafluoroethane), [Li+].[Cl-] (LiCl), BrC=1C=NC(=C(C(=O)OC(C)(C)C)C1F)F (tert-butyl 5-bromo-2,4-difluoronicotinate). The solvent is C1CCOC1 (THF), C1CCOC1 (THF). Conditions: time 15 minute. Yields the product BrC=1C(=NC(=C(C(=O)OC(C)(C)C)C1F)F)Br (tert-butyl 5,6-dibromo-2,4-difluoronicotinate). Isolated yield 76.9%. RXN SMILES: [Li+].[Cl-].[Br:3][C:4]1[CH:5]=[N:6][C:7]([F:18])=[C:8]([C:16]=1[F:17])[C:9]([O:11][C:12]([CH3:15])([CH3:14])[CH3:13])=[O:10].[Br:19]C(Br)(F)C(F)(F)F>C1COCC1>[Br:3][C:4]1[C:5]([Br:19])=[N:6][C:7]([F:18])=[C:8]([C:16]=1[F:17])[C:9]([O:11][C:12]([CH3:14])([CH3:15])[CH3:13])=[O:10] |f:0.1|. Procedure: Into a solution of TMPMgCl LiCl (1.0 M×6.8 mL, 6.8 mmol) in THF (5.0 mL) at −45° C. was added dropwise a solution of tert-butyl 5-bromo-2,4-difluoronicotinate (1.32 g, 4.5 mmol) in THF (5.0 mL). The mixture was stirred for 15 min then dibromotetrafluoroethane (1.0 mL, 6.8 mmol) was added. After 15 min at −45° C., the temperature was allowed to rise to room temperature. The reaction was quenched with saturated NH4Cl and extracted with ethyl acetate. The organic layers were combined, dried over so...